From a dataset of the Open Reaction Database (ORD), a public repository of structured organic reaction records. describe an organic reaction: reactants, conditions, products, and yield Reaction SMILES: [C:17]([C:18]([CH3:19])([CH3:20])[CH3:21])(=[O:22])[Cl:23].[CH3:24][CH2:25][O:26][C:27](=[O:28])[CH3:29].[NH2:1][c:2]1[c:3]([NH:9][CH2:10][C:11]2([OH:16])[CH2:12][CH2:13][CH2:14][CH2:15]2)[cH:4][cH:5][c:6]([Br:8])[cH:7]1>>[NH:1]([c:2]1[c:3]([NH:9][CH2:10][C:11]2([OH:16])[CH2:12][CH2:13][CH2:14][CH2:15]2)[cH:4][cH:5][c:6]([Br:8])[cH:7]1)[C:17]([C:18]([CH3:19])([CH3:20])[CH3:21])=[O:22]. The reactants are CC(C)(C)C(=O)Cl, CCOC(C)=O, Nc1cc(Br)ccc1NCC1(O)CCCC1. Yields the product CC(C)(C)C(=O)Nc1cc(Br)ccc1NCC1(O)CCCC1.